From a dataset of the Open Reaction Database (ORD), a public repository of structured organic reaction records. describe an organic reaction: reactants, conditions, products, and yield The reactants are C(C)OC1=C(C=NC=C1)[N+](=O)[O-] (4-Ethoxy-3-nitropyridine), CN (methyl amine), C(C)(=O)OCC (ethyl acetate). Solvent: CO (methanol). Conditions: temperature 80 celsius. The product is CNC1=C(C=NC=C1)[N+](=O)[O-] (Methyl-(3-nitro-pyridin-4-yl)amine). RXN SMILES: C(O[C:4]1[CH:9]=[CH:8][N:7]=[CH:6][C:5]=1[N+:10]([O-:12])=[O:11])C.C(OCC)(=O)C.[CH3:19][NH2:20]>CO>[CH3:19][NH:20][C:4]1[CH:9]=[CH:8][N:7]=[CH:6][C:5]=1[N+:10]([O-:12])=[O:11]. Procedure: 4-Ethoxy-3-nitropyridine (10.0 g) was dissolved in a 40% methanol solution of methyl amine (100 mL), and this was heated at 80° C. for 60 hours. The solution was cooled, ethyl acetate (500 mL) was added, and the organic layer was washed twice with 300 mL of water and once with 300 mL of saturated aqueous sodium chloride solution. This was then dried over anhydrous magnesium sulfate. The solution was filtered, and concentrated under reduced pressure to give the title compound (7.00 g). The reactants are FC1=CC=C(C=C1)N1CCNCC1 (1-(4-fluorophenyl)piperazine), CC=1C=C(C=CC1C)N1CCNCC1 (1-(3,4-dimethylphenyl)piperazine). Yields the product FC1=CC=C(C=C1)N1CCN(CC1)CC=1C=C2NCCNC2=CC1 (6-[4-(4-Fluorophenyl)piperazin-1-ylmethyl]-1,2,3,4-tetrahydroquinoxaline). Reaction SMILES: [F:1][C:2]1[CH:7]=[CH:6][C:5]([N:8]2[CH2:13][CH2:12][NH:11][CH2:10][CH2:9]2)=[CH:4][CH:3]=1.C[C:15]1[CH:16]=[C:17]([N:22]2CC[NH:25][CH2:24][CH2:23]2)[CH:18]=[CH:19][C:20]=1[CH3:21]>>[F:1][C:2]1[CH:3]=[CH:4][C:5]([N:8]2[CH2:13][CH2:12][N:11]([CH2:21][C:20]3[CH:19]=[C:18]4[C:17](=[CH:16][CH:15]=3)[NH:22][CH2:23][CH2:24][NH:25]4)[CH2:10][CH2:9]2)=[CH:6][CH:7]=1. Reported procedure: Example 6 was prepared according to Example 2 except that in Step A 1-(4-fluorophenyl)piperazine is substituted for 1-(3,4-dimethylphenyl)piperazine; mp 126°-127° C.